Dataset: the Open Reaction Database (ORD), a public repository of structured organic reaction records. Task: describe an organic reaction: reactants, conditions, products, and yield Starting materials: COC(C=CC=1C=NC(=CC1)Br)=O (3-(6-Bromo-pyridin-3-yl)-acrylic acid methyl ester), N1CCCCC1 (piperidine), CCOC(=O)C (EtOAc). Conditions: time 1.5 hour. Yields the product COC(C=CC=1C=NC(=CC1)N1CCOCC1)=O (3-(6-Morpholin-4-yl-pyridin-3-yl)-acrylic acid methyl ester). Yield: 21.0%. RXN SMILES: [CH3:1][O:2][C:3](=[O:13])[CH:4]=[CH:5][C:6]1[CH:7]=[N:8][C:9](Br)=[CH:10][CH:11]=1.[NH:14]1[CH2:19][CH2:18]C[CH2:16][CH2:15]1.CC[O:22]C(C)=O>>[CH3:1][O:2][C:3](=[O:13])[CH:4]=[CH:5][C:6]1[CH:7]=[N:8][C:9]([N:14]2[CH2:19][CH2:18][O:22][CH2:16][CH2:15]2)=[CH:10][CH:11]=1. Procedure details: 3-(6-Bromo-pyridin-3-yl)-acrylic acid methyl ester (100 mg, 0.413 mmol) was added to piperidine (1 ml) and the mixture was stirred for 1.5 hrs at room temperature. The reaction mixture was diluted with EtOAc and then washed three times with H2O, brine, dried. Na2SO4, filtered and concentrated under reduced pressure. The obtained residue was column-chromatographed to yield 3-(6-Morpholin-4-yl-pyridin-3-yl)-acrylic acid methyl ester (40 mg, 21%). Starting materials: CN(C)CCO (Dimethylaminoethanol), C(C(=C)C)(=O)N=C=O (methacryloyl isocyanate). The solvent is C(Cl)(Cl)Cl (chloroform), ClCCCl (1,2-dichloroethane), C(Cl)(Cl)Cl (chloroform), ClCCCl (1,2-dichloroethane). The product is C(C(=C)C)(=O)NC(OCCN(C)C)=O (dimethylaminoethyl N-methacryloylcarbamate). Yield: 99.9%. RXN SMILES: [CH3:1][N:2]([CH2:4][CH2:5][OH:6])[CH3:3].[C:7]([N:12]=[C:13]=[O:14])(=[O:11])[C:8]([CH3:10])=[CH2:9]>C(Cl)(Cl)Cl.ClCCCl>[C:7]([NH:12][C:13](=[O:14])[O:6][CH2:5][CH2:4][N:2]([CH3:3])[CH3:1])(=[O:11])[C:8]([CH3:10])=[CH2:9]. Procedure details: Dimethylaminoethanol (0.89 g; 10 mmol) was dissolved in dry chloroform (20 ml) under ice-cooling, and a solution of methacryloyl isocyanate (1.11 g; 10 mmol) in 1,2-dichloroethane (5 ml) was dropwise added thereto under nitrogen stream. After completion of the addition, chloroform and 1,2-dichloroethane were evaporated under reduced pressure to give dimethylaminoethyl N-methacryloylcarbamate (2.00 g), which was recrystallized from a mixture of benzene and hexane to give colorless needle-like cry...